This data is from the Open Reaction Database (ORD), a public repository of structured organic reaction records. The task is: describe an organic reaction: reactants, conditions, products, and yield Starting materials: FC(OC1=CC=C(N)C=C1)(F)F (4-(trifluoromethoxy)aniline), C[Al](C)C (trimethylaluminium), FC1=C(C=CC(=C1)F)[C@]([C@@H](C)S[C@H]1CO[C@@H](OC1)C1=CC=C(C(=O)OC)C=C1)(CN1N=CN=C1)O (methyl 4-[trans-5-[[(1R,2R)-2-(2,4-difluorophenyl)-2-hydroxy-1-methyl-3-(1H-1,2,4-triazol-1-yl)propyl]thio]-1,3-dioxan-2-yl]benzoate). Product: FC1=C(C=CC(=C1)F)[C@]([C@@H](C)S[C@H]1CO[C@@H](OC1)C1=CC=C(C(=O)NC2=CC=C(C=C2)OC(F)(F)F)C=C1)(CN1N=CN=C1)O (4-[trans-5-[[(1R,2R)-2-(2,4-Difluorophenyl)-2-hydroxy-1-methyl-3-(1H-1,2,4-triazol-1-yl)propyl]thio]-1,3-dioxan-2-yl]-4′-(trifluoromethoxy)benzanilide). Isolated yield 93.8%. As a reaction SMILES: [F:1][C:2]([F:12])([F:11])[O:3][C:4]1[CH:10]=[CH:9][C:7]([NH2:8])=[CH:6][CH:5]=1.C[Al](C)C.[F:17][C:18]1[CH:23]=[C:22]([F:24])[CH:21]=[CH:20][C:19]=1[C@@:25]([OH:51])([CH2:45][N:46]1[CH:50]=[N:49][CH:48]=[N:47]1)[C@H:26]([S:28][C@@H:29]1[CH2:34][O:33][C@@H:32]([C:35]2[CH:44]=[CH:43][C:38]([C:39](OC)=[O:40])=[CH:37][CH:36]=2)[O:31][CH2:30]1)[CH3:27]>>[F:17][C:18]1[CH:23]=[C:22]([F:24])[CH:21]=[CH:20][C:19]=1[C@@:25]([OH:51])([CH2:45][N:46]1[CH:50]=[N:49][CH:48]=[N:47]1)[C@H:26]([S:28][C@@H:29]1[CH2:34][O:33][C@@H:32]([C:35]2[CH:36]=[CH:37][C:38]([C:39]([NH:8][C:7]3[CH:9]=[CH:10][C:4]([O:3][C:2]([F:11])([F:12])[F:1])=[CH:5][CH:6]=3)=[O:40])=[CH:43][CH:44]=2)[O:31][CH2:30]1)[CH3:27]. Procedure: In the same manner as that described in Example 3(4), a reaction was carried out using commercially available 4-(trifluoromethoxy)aniline (123 mg, 0.69 mmol), trimethylaluminium (0.64 ml, 1.07M n-hexane solution, 0.69 mmol) and methyl 4-[trans-5-[[(1R,2R)-2-(2,4-difluorophenyl)-2-hydroxy-1-methyl-3-(1H-1,2,4-triazol-1-yl)propyl]thio]-1,3-dioxan-2-yl]benzoate (100 mg, 0.20 mmol), obtained in Example 12(1), and the reaction mixture was treated using a similar procedure to that described in Example...